From a dataset of the Open Reaction Database (ORD), a public repository of structured organic reaction records. describe an organic reaction: reactants, conditions, products, and yield Starting materials: COc1cc(C(=O)N(C)c2ccc(C)cc2OCCCCCC(=O)N2CCN(C)CC2)ccc1NC(=O)c1ccccc1OC(C)CCN1C(=O)c2ccccc2C1=O, CN, CO. Yields the product COc1cc(C(=O)N(C)c2ccc(C)cc2OCCCCCC(=O)N2CCN(C)CC2)ccc1NC(=O)c1ccccc1OC(C)CCN. RXN SMILES: [CH3:1][CH:2]([CH2:3][CH2:4][N:5]1[C:6](=[O:7])[c:8]2[cH:9][cH:10][cH:11][cH:12][c:13]2[C:14]1=[O:15])[O:16][c:17]1[c:18]([C:19](=[O:20])[NH:21][c:22]2[c:23]([O:54][CH3:55])[cH:24][c:25]([C:26](=[O:27])[N:28]([c:29]3[c:30]([O:36][CH2:37][CH2:38][CH2:39][CH2:40][CH2:41][C:42](=[O:43])[N:44]4[CH2:45][CH2:46][N:47]([CH3:50])[CH2:48][CH2:49]4)[cH:31][c:32]([CH3:35])[cH:33][cH:34]3)[CH3:51])[cH:52][cH:53]2)[cH:56][cH:57][cH:58][cH:59]1.[CH3:60][NH2:61].[CH3:62][OH:63]>>[CH3:1][CH:2]([CH2:3][CH2:4][NH2:5])[O:16][c:17]1[c:18]([C:19](=[O:20])[NH:21][c:22]2[c:23]([O:54][CH3:55])[cH:24][c:25]([C:26](=[O:27])[N:28]([c:29]3[c:30]([O:36][CH2:37][CH2:38][CH2:39][CH2:40][CH2:41][C:42](=[O:43])[N:44]4[CH2:45][CH2:46][N:47]([CH3:50])[CH2:48][CH2:49]4)[cH:31][c:32]([CH3:35])[cH:33][cH:34]3)[CH3:51])[cH:52][cH:53]2)[cH:56][cH:57][cH:58][cH:59]1.